Dataset: the Open Reaction Database (ORD), a public repository of structured organic reaction records. Task: describe an organic reaction: reactants, conditions, products, and yield Reactants: C(C)(C)NC(C)C.[Li] (lithium diisopropylamine), C(C)(C)NC(C)C (diisopropylamine), C(CCC)[Li] (n-butyllithium), CN(CCN(C)C)C (N,N,N',N'-tetramethyl-ethylenediamine), BrC1=CC=C(CN2C=NC=C2CCCCl)C=C1 (1-(p-bromobenzyl)-5-(3-chloropropyl)-1H-imidazole). Run in O1CCCC1 (tetrahydrofuran), O1CCCC1 (tetrahydrofuran). Run at time 3.5 hour. Product: BrC1=CC=C(C=C1)C1CCCC=2N1C=NC2 (5-(p-Bromophenyl)-5,6,7,8-tetrahydroimidazo[1,5-a]pyridine). Reaction SMILES: C(NC(C)C)(C)C.[Li].C(NC(C)C)(C)C.C([Li])CCC.CN(C)CCN(C)C.[Br:29][C:30]1[CH:45]=[CH:44][C:33]([CH2:34][N:35]2[C:39]([CH2:40][CH2:41][CH2:42]Cl)=[CH:38][N:37]=[CH:36]2)=[CH:32][CH:31]=1>O1CCCC1>[Br:29][C:30]1[CH:45]=[CH:44][C:33]([CH:34]2[N:35]3[CH:36]=[N:37][CH:38]=[C:39]3[CH2:40][CH2:41][CH2:42]2)=[CH:32][CH:31]=1 |f:0.1,^1:7|. Procedure details: A solution of lithium diisopropylamine, prepared at 0° from 0.12 ml of diisopropylamine and 0.33 ml of n-butyllithium (2.5M) in 2 ml of tetrahydrofuran under nitrogen, is added to a solution of 0.13 ml of N,N,N',N'-tetramethyl-ethylenediamine and 0.124 g of 1-(p-bromobenzyl)-5-(3-chloropropyl)-1H-imidazole in 2 ml of tetrahydrofuran at -78°. The reaction mixture is stirred for 3.5 h, quenched at -78° with saturated ammonium chloride solution and extracted with methylene chloride (3×10 ml). The o...